From a dataset of the Open Reaction Database (ORD), a public repository of structured organic reaction records. describe an organic reaction: reactants, conditions, products, and yield The reactants are ice, [H-].[Na+] (sodium hydride), COP(OC)(=O)CC(C)=O ((2-oxo-propyl)-phosphonic acid dimethyl ester), CS(=O)(=O)N=[N+]=[N-] (Methanesulfonyl azide), CS(=O)(=O)Cl (methanesulfonyl chloride), [N-]=[N+]=[N-].[Na+] (sodium azide). Solvent: C1(=CC=CC=C1)C (toluene), C1(=CC=CC=C1)C (toluene), O1CCCC1 (tetrahydrofuran). Reaction conditions: time 1 hour. Product: COP(OC)(=O)C(C(C)=O)=[N+]=[N-] ((1-Diazo-2-oxo-propyl)-phosphonic acid dimethyl ester). Reaction SMILES: [H-].[Na+].CS(N=[N+:8]=[N-:9])(=O)=O.CS(Cl)(=O)=O.[N-]=[N+]=[N-].[Na+].[CH3:19][O:20][P:21]([CH2:25][C:26](=[O:28])[CH3:27])(=[O:24])[O:22][CH3:23]>C1(C)C=CC=CC=1.O1CCCC1>[CH3:19][O:20][P:21]([C:25](=[N+:8]=[N-:9])[C:26](=[O:28])[CH3:27])(=[O:24])[O:22][CH3:23] |f:0.1,4.5|. Procedure details: To an ice-cooled solution of sodium hydride in dry toluene, (2-oxo-propyl)-phosphonic acid dimethyl ester was added slowly. The solution mixture was stirred for 1 hour. Methanesulfonyl azide, prepared by the reaction of methanesulfonyl chloride and sodium azide, dissolved in dry toluene and dry tetrahydrofuran was added to a solution. The mixture was allowed to slowly warm up to the ambient temperature and stirred for additional 2 hours. Filtration through a celite filter cake gave yellowish oil... Reactants: [Br-], O=C([O-])[O-], N#Cc1ccnc(C=O)c1, C[P+](c1ccccc1)(c1ccccc1)c1ccccc1, CCOC(C)=O, [K+], [K+], C1COCCO1, O. The product is C=Cc1cc(C#N)ccn1. RXN SMILES: [Br-:23].[C:11](=[O:12])([O-:13])[O-:14].[C:1](#[N:2])[c:3]1[cH:4][c:5]([CH:9]=[O:10])[n:6][cH:7][cH:8]1.[CH3:24][P+:25]([c:26]1[cH:27][cH:28][cH:29][cH:30][cH:31]1)([c:32]1[cH:33][cH:34][cH:35][cH:36][cH:37]1)[c:38]1[cH:39][cH:40][cH:41][cH:42][cH:43]1.[CH3:45][CH2:46][O:47][C:48](=[O:49])[CH3:50].[K+:15].[K+:16].[O:17]1[CH2:18][CH2:19][O:20][CH2:21][CH2:22]1.[OH2:44]>>[C:1](#[N:2])[c:3]1[cH:4][c:5]([CH:9]=[CH2:11])[n:6][cH:7][cH:8]1. Starting materials: ICCCCC(C(C(C(F)(F)F)(F)F)(F)F)(F)F (1-iodo-5,5,6,6,7,7,8,8,8-nonafluorooctane), C(CCCCC=C)C(C(=O)OCC)C(=O)OCC (diethyl 2-(6-heptenyl)malonate), [H-].[Na+] (sodium hydride), O (water). Solvent: O1CCCC1 (tetrahydrofuran), O1CCCC1 (tetrahydrofuran), O1CCCC1 (tetrahydrofuran). Reaction conditions: time 1 hour. Product: C(CCCCC=C)C(C(=O)OCC)(C(=O)OCC)CCCCC(C(C(C(F)(F)F)(F)F)(F)F)(F)F (diethyl 2-(6-heptenyl)-2-(5,5,6,6,7,7,8,8,8-nonafluorooctyl)malonate). The yield is 89.0%. Reaction SMILES: [CH2:1]([CH:8]([C:14]([O:16][CH2:17][CH3:18])=[O:15])[C:9]([O:11][CH2:12][CH3:13])=[O:10])[CH2:2][CH2:3][CH2:4][CH2:5][CH:6]=[CH2:7].[H-].[Na+].I[CH2:22][CH2:23][CH2:24][CH2:25][C:26]([F:38])([F:37])[C:27]([F:36])([F:35])[C:28]([F:34])([F:33])[C:29]([F:32])([F:31])[F:30].O>O1CCCC1>[CH2:1]([C:8]([CH2:22][CH2:23][CH2:24][CH2:25][C:26]([F:37])([F:38])[C:27]([F:35])([F:36])[C:28]([F:33])([F:34])[C:29]([F:30])([F:31])[F:32])([C:14]([O:16][CH2:17][CH3:18])=[O:15])[C:9]([O:11][CH2:12][CH3:13])=[O:10])[CH2:2][CH2:3][CH2:4][CH2:5][CH:6]=[CH2:7] |f:1.2|. Procedure: A solution of diethyl 2-(6-heptenyl)malonate (3.83 g, 14.92 mmol) in anhydrous tetrahydrofuran (50 ml) was slowly added dropwise to a suspension of 60% sodium hydride (0.52 g, 12.94 mmol) in anhydrous tetrahydrofuran (150 ml) at 0° C., and the resulting mixture was stirred for 1 hour. The 1-iodo-5,5,6,6,7,7,8,8,8-nonafluorooctane prepared in Example 2 (4.0 g, 9.95 mmol) was dissolved in anhydrous tetrahydrofuran (50 ml) and then slowly added dropwise to the mixture, followed by stirring for 2 da...